This data is from the Open Reaction Database (ORD), a public repository of structured organic reaction records. The task is: describe an organic reaction: reactants, conditions, products, and yield As a reaction SMILES: C(O)(=O)C.[NH2:5][C:6]([C:12]1[CH:13]=[N:14][CH:15]=[CH:16][CH:17]=1)=[CH:7][C:8]([O:10][CH3:11])=[O:9].[BH4-].[Na+].[ClH:20]>C1COCC1.CO>[ClH:20].[ClH:20].[NH2:5][CH:6]([C:12]1[CH:13]=[N:14][CH:15]=[CH:16][CH:17]=1)[CH2:7][C:8]([O:10][CH3:11])=[O:9] |f:2.3,7.8.9|. The reactants are Cl (HCl), C(C)(=O)O (acetic acid), NC(=CC(=O)OC)C=1C=NC=CC1 (methyl 3-amino-3-(3-pyridyl)-2-propenoate), [BH4-].[Na+] (sodium borohydride). Procedure: Glacial acetic acid (526.9 g, 8.78 mol) was added dropwise at <−5° C. to a suspension of methyl 3-amino-3-(3-pyridyl)-2-propenoate (0.45 mol) and sodium borohydride (44.3 g, 1.17 mol) in THF (500 g) and the resulting reaction mixture was stirred at −5-0° C. After 5 h, methanol (600 g) was added dropwise to the solution at −5-0° C. After 0.5 hours, HCl (163 g, 4.47 mol) was bubbled through the solution and stirred at 0° C. After 8 h, the white precipitate was filtered off and dried at 40° C. to y... Isolated yield 89.2%. Conditions: temperature -2.5 celsius, time 5 hour. Run in C1CCOC1 (THF), CO (methanol). Yields the product Cl.Cl.NC(CC(=O)OC)C=1C=NC=CC1 (methyl 3-Amino-3-(3-pyridyl)propanoate dihydrochloride). Starting materials: CCOC(=O)C(F)(F)Br, CCOC(C)=O, Cl, CC(C)(C)OC(=O)N1CCC(=O)CC1, C1CCOC1, [Zn]. Product: CCOC(=O)C(F)(F)C1(O)CCN(C(=O)OC(C)(C)C)CC1. Reaction SMILES: [Br:1][C:2]([C:3](=[O:4])[O:5][CH2:6][CH3:7])([F:8])[F:9].[CH3:24][CH2:25][O:26][C:27](=[O:28])[CH3:29].[ClH:30].[O:10]=[C:11]1[CH2:12][CH2:13][N:14]([C:17](=[O:18])[O:19][C:20]([CH3:21])([CH3:22])[CH3:23])[CH2:15][CH2:16]1.[O:31]1[CH2:32][CH2:33][CH2:34][CH2:35]1.[Zn:36]>>[C:2]([C:3](=[O:4])[O:5][CH2:6][CH3:7])([F:8])([F:9])[C:11]1([OH:10])[CH2:12][CH2:13][N:14]([C:17](=[O:18])[O:19][C:20]([CH3:21])([CH3:22])[CH3:23])[CH2:15][CH2:16]1. Starting materials: C(C)(C)(C)OC(=O)N1CCN(CC1)C1=CC=C(C=C1)OCCCN1CCCCC1 (4-[4-(3-Piperidin-1-yl-propoxy)-phenyl]-piperazine-1-carboxylic acid tert-butyl ester). The solvent is FC(C(=O)O)(F)F (trifluoroacetic acid). Yields the product N1(CCCCC1)CCCOC1=CC=C(C=C1)N1CCNCC1 (1-[4-(3-Piperidin-1-yl-propoxy)-phenyl]-piperazine). Isolated yield 101.1%. Reaction SMILES: C(OC([N:8]1[CH2:13][CH2:12][N:11]([C:14]2[CH:19]=[CH:18][C:17]([O:20][CH2:21][CH2:22][CH2:23][N:24]3[CH2:29][CH2:28][CH2:27][CH2:26][CH2:25]3)=[CH:16][CH:15]=2)[CH2:10][CH2:9]1)=O)(C)(C)C>FC(F)(F)C(O)=O>[N:24]1([CH2:23][CH2:22][CH2:21][O:20][C:17]2[CH:18]=[CH:19][C:14]([N:11]3[CH2:10][CH2:9][NH:8][CH2:13][CH2:12]3)=[CH:15][CH:16]=2)[CH2:29][CH2:28][CH2:27][CH2:26][CH2:25]1. Procedure details: A solution of 4-[4-(3-piperidin-1-yl-propoxy)phenyl]-piperazine-1-carboxylic acid tert-butyl ester (D10) (1.0 g; 2.48 mM) in trifluoroacetic acid (5 ml) was stirred at room temperature for 60 minutes. The resulting mixture was purified on an SCX ion exchange cartridge to afford the title compound as a colourless crystalline solid (0.76 g) Reactants: CCOC(C)=O, CC(C)(O)Cc1c[nH]c2ccc(F)cc12, [H-], NOS(=O)(=O)O, [Na+], CN(C)C=O. The product is CC(C)(O)Cc1cn(N)c2ccc(F)cc12. RXN SMILES: [CH3:29][CH2:30][O:31][C:32]([CH3:33])=[O:34].[F:1][c:2]1[cH:3][c:4]2[c:5]([CH2:11][C:12]([CH3:13])([OH:14])[CH3:15])[cH:6][nH:7][c:8]2[cH:9][cH:10]1.[H-:17].[NH2:18][O:19][S:20]([OH:21])(=[O:22])=[O:23].[Na+:16].[O:24]=[CH:25][N:26]([CH3:27])[CH3:28]>>[F:1][c:2]1[cH:3][c:4]2[c:5]([CH2:11][C:12]([CH3:13])([OH:14])[CH3:15])[cH:6][n:7]([NH2:18])[c:8]2[cH:9][cH:10]1. Reactants: CC1=C2CCC(C2=C(C(=C1)OC)C)=O (4,7-dimethyl-6-methoxy-1-indanone), CO (methanol), O1CCCC1 (tetrahydrofuran), [BH4-].[Na+] (sodium borohydride). The solvent is CC(=O)C (Acetone). Reaction conditions: time 1 hour. Product: CC1=C2CCC(C2=C(C(=C1)OC)C)O (4,7-dimethyl-6-methoxy-1-indanol). The yield is 99.0%. RXN SMILES: [CH3:1][C:2]1[CH:10]=[C:9]([O:11][CH3:12])[C:8]([CH3:13])=[C:7]2[C:3]=1[CH2:4][CH2:5][C:6]2=[O:14].CO.O1CCCC1.[BH4-].[Na+]>CC(C)=O>[CH3:1][C:2]1[CH:10]=[C:9]([O:11][CH3:12])[C:8]([CH3:13])=[C:7]2[C:3]=1[CH2:4][CH2:5][CH:6]2[OH:14] |f:3.4|. Procedure details: To a solution of 4,7-dimethyl-6-methoxy-1-indanone (7.0 g) in a mixed solvent of methanol (100 ml) and tetrahydrofuran (50 ml) was added sodium borohydride (1.2 g) at 0° C. and then the mixture was stirred at room temperature for 1 hour. Acetone (10 ml) was added and the solvent was distilled off under reduced pressure. Water (50 ml) and ethyl acetate (50 ml) were added and the organic layer was washed with water and saturated saline. The organic layer was dried with anhydrous magnesium sulfate ... Reactants: BrC1=CC=C(C(=N1)C=O)F (6-bromo-3-fluoropicolinaldehyde), C(C1=CC=CC=C1)P(OCC)(OCC)=O (diethyl benzylphosphonate), CC(C)([O-])C.[K+] (potassium tert-butoxide). Run in O1CCCC1 (tetrahydrofuran). Run at temperature 0 celsius, time 45 minute. Yields the product BrC1=CC=C(C(=N1)\C=C\C1=CC=CC=C1)F ((E)-6-Bromo-3-fluoro-2-styrylpyridine). As a reaction SMILES: [Br:1][C:2]1[N:7]=[C:6]([CH:8]=O)[C:5]([F:10])=[CH:4][CH:3]=1.[CH2:11](P(=O)(OCC)OCC)[C:12]1[CH:17]=[CH:16][CH:15]=[CH:14][CH:13]=1.CC(C)([O-])C.[K+]>O1CCCC1>[Br:1][C:2]1[N:7]=[C:6](/[CH:8]=[CH:11]/[C:12]2[CH:17]=[CH:16][CH:15]=[CH:14][CH:13]=2)[C:5]([F:10])=[CH:4][CH:3]=1 |f:2.3|. Procedure: To a solution of 6-bromo-3-fluoropicolinaldehyde (2.147 g, 10.5 mmol) and diethyl benzylphosphonate (2.413 mL, 11.6 mmol) in tetrahydrofuran (80 mL) at 0° C., was added potassium tert-butoxide(1M in tetrahydrofuran, 11.6 mL, 11.6 mmol) dropwise over a couple of minutes. When addition was complete, the reaction was allowed to stir at 0° C. for 45 min and quenched by addition of saturated ammonium chloride. The reaction was diluted with ether, washed with water (4×), then brine, dried over magnesi... Reported procedure: Starting with the allyl compound prepared in Example 8 and the ethyl 2-(5,5,6,6,7,7,8,8,8-nonafluorooctyl)-8-nonenoate prepared in Example 5, a procedure analogous to that as shown in Example 8 was repeated to give 10-[(3RS,4RS)-7-hydroxy-3-(4-hydroxyphenyl)-3-methylthiochroman-4-yl]-2-(5,5,6,6,7,7,8,8,8-nonafluorooctyl)decanoic acid. The reactants are OC1=CC=C2C(C(CSC2=C1)(C)C1=CC=C(C=C1)O)CCCCCCCCC(C(=O)O)CCC(C(C(C(F)(F)F)(F)F)(F)F)(F)F (10-[(3RS,4RS)-7-hydroxy-3-(4-hydroxyphenyl)-3-methylthiochroman-4-yl]-2-(3,3,4,4,5,5,6,6,6-nonafluorohexyl)decanoic acid), FC(CCCCC(C(=O)OCC)CCCCCC=C)(C(C(C(F)(F)F)(F)F)(F)F)F (ethyl 2-(5,5,6,6,7,7,8,8,8-nonafluorooctyl)-8-nonenoate). The product is OC1=CC=C2C(C(CSC2=C1)(C)C1=CC=C(C=C1)O)CCCCCCCCC(C(=O)O)CCCCC(C(C(C(F)(F)F)(F)F)(F)F)(F)F (10-[(3RS,4RS)-7-hydroxy-3-(4-hydroxyphenyl)-3-methylthiochroman-4-yl]-2-(5,5,6,6,7,7,8,8,8-nonafluorooctyl)decanoic acid). As a reaction SMILES: [OH:1][C:2]1[CH:11]=[C:10]2[C:5]([CH:6]([CH2:20][CH2:21][CH2:22][CH2:23][CH2:24][CH2:25][CH2:26][CH2:27][CH:28]([CH2:32][CH2:33]C(F)(F)C(F)(F)C(F)(F)C(F)(F)F)[C:29]([OH:31])=[O:30])[C:7]([C:13]3[CH:18]=[CH:17][C:16]([OH:19])=[CH:15][CH:14]=3)([CH3:12])[CH2:8][S:9]2)=[CH:4][CH:3]=1.[F:47][C:48]([F:76])([C:66]([F:75])([F:74])[C:67]([F:73])([F:72])[C:68]([F:71])([F:70])[F:69])[CH2:49][CH2:50]CCC(CCCCCC=C)C(OCC)=O>>[OH:1][C:2]1[CH:11]=[C:10]2[C:5]([CH:6]([CH2:20][CH2:21][CH2:22][CH2:23][CH2:24][CH2:25][CH2:26][CH2:27][CH:28]([CH2:32][CH2:33][CH2:50][CH2:49][C:48]([F:47])([F:76])[C:66]([F:74])([F:75])[C:67]([F:72])([F:73])[C:68]([F:71])([F:70])[F:69])[C:29]([OH:31])=[O:30])[C:7]([C:13]3[CH:14]=[CH:15][C:16]([OH:19])=[CH:17][CH:18]=3)([CH3:12])[CH2:8][S:9]2)=[CH:4][CH:3]=1. The reactants are BrC=1C=C2C=CC(=CC2=CC1)CO ((6-bromonaphthalen-2-yl)methanol), P(Br)(Br)Br (phosphorus tribromide). Solvent: C(Cl)(Cl)Cl (chloroform). Conditions: time 2.5 hour. Product: BrC1=CC2=CC=C(C=C2C=C1)CBr (2-bromo-6-(bromomethyl)naphthalene). Yield: 58.0%. Reaction SMILES: [Br:1][C:2]1[CH:3]=[C:4]2[C:9](=[CH:10][CH:11]=1)[CH:8]=[C:7]([CH2:12]O)[CH:6]=[CH:5]2.P(Br)(Br)[Br:15]>C(Cl)(Cl)Cl>[Br:1][C:2]1[CH:11]=[CH:10][C:9]2[C:4](=[CH:5][CH:6]=[C:7]([CH2:12][Br:15])[CH:8]=2)[CH:3]=1. Procedure details: To a three-necked flask (2 L) was added (6-bromonaphthalen-2-yl)methanol (47.7 g, 0.201 mol) and chloroform (600 ml). The mixture was then cooled with an ethanol-liquid nitrogen bath to −35□. To the suspension was added phosphorus tribromide (28.6 ml, 0.603 mol) dropwise slowly over 25 minutes. The cooling bath was removed and the reaction mixture was kept under stirring for additional 2.5 hours at room temperature. The mixture was cooled again and to it was added methanol (250 mL) dropwise slow...